Dataset: the Open Reaction Database (ORD), a public repository of structured organic reaction records. Task: describe an organic reaction: reactants, conditions, products, and yield The reactants are FC1=C(C=CC=2B(OC(C21)(C)C)O)C=O (4-fluoro-1-hydroxy-3,3-dimethyl-1,3-dihydrobenzo[c][1,2]oxaborole-5-carbaldehyde), NO.Cl (NH2OH.HCl), CC(=O)[O-].[Na+] (NaOAc). Run in C1CCOC1 (THF), O (H2O), O (H2O). Reaction conditions: time 2 hour. The product is FC1=C(C=CC=2B(OC(C21)(C)C)O)C=NO (4-fluoro-1-hydroxy-3,3-dimethyl-1,3-dihydrobenzo[c][1,2]oxaborole-5-carbaldehyde oxime). RXN SMILES: [F:1][C:2]1[C:10]2[C:9]([CH3:12])([CH3:11])[O:8][B:7]([OH:13])[C:6]=2[CH:5]=[CH:4][C:3]=1[CH:14]=O.[NH2:16][OH:17].Cl.CC([O-])=O.[Na+]>C1COCC1.O>[F:1][C:2]1[C:10]2[C:9]([CH3:12])([CH3:11])[O:8][B:7]([OH:13])[C:6]=2[CH:5]=[CH:4][C:3]=1[CH:14]=[N:16][OH:17] |f:1.2,3.4|. Procedure details: To a solution of 4-fluoro-1-hydroxy-3,3-dimethyl-1,3-dihydrobenzo[c][1,2]oxaborole-5-carbaldehyde (136 mg, 0.7 mmol) and NH2OH.HCl (58.5 mg, 0.84 mmol) in THF (4 mL) and H2O (1 mL) at rt was added NaOAc (80.5 mg, 0.98 mmol). The reaction mixture was stirred for 2 h and diluted with H2O. The mixture was extracted three times with ethyl acetate and the organic layer was separated. The organic solution was washed with brine, dried over Na2SO4, filtered and concentrated under reduced pressure to giv... Starting materials: CC(=O)OC(C)=O, CC(=O)[O-], O=C(Nc1ccccc1)C(C(C(=O)O)C1CCCCC1)=S(=O)=O, [Na+]. Yields the product O=C1C(=S(=O)=O)C(C2CCCCC2)C(=O)N1c1ccccc1. Reaction SMILES: [C:24]([O:25][C:26](=[O:27])[CH3:28])(=[O:29])[CH3:30].[CH3:32][C:33](=[O:34])[O-:35].[CH:1]1([CH:7]([C:8](=[O:9])[OH:10])[C:11]([C:12](=[O:13])[NH:14][c:15]2[cH:16][cH:17][cH:18][cH:19][cH:20]2)=[S:21](=[O:22])=[O:23])[CH2:2][CH2:3][CH2:4][CH2:5][CH2:6]1.[Na+:31]>>[CH:1]1([CH:7]2[C:8](=[O:9])[N:14]([c:15]3[cH:16][cH:17][cH:18][cH:19][cH:20]3)[C:12](=[O:13])[C:11]2=[S:21](=[O:22])=[O:23])[CH2:2][CH2:3][CH2:4][CH2:5][CH2:6]1. Reactants: CO, COC(=O)CCc1cc(Cl)n2nc(C)nc2n1, [Na], O, S. The product is COC(=O)CCc1cc(S)n2nc(C)nc2n1. Reaction SMILES: [CH3:21][OH:22].[Cl:4][c:5]1[cH:6][c:7]([CH2:15][CH2:16][C:17](=[O:18])[O:19][CH3:20])[n:8][c:9]2[n:10]1[n:11][c:12]([CH3:14])[n:13]2.[Na:3].[OH2:1].[SH2:2]>>[SH:2][c:5]1[cH:6][c:7]([CH2:15][CH2:16][C:17](=[O:18])[O:19][CH3:20])[n:8][c:9]2[n:10]1[n:11][c:12]([CH3:14])[n:13]2. The reactants are COC(CCCCCCCN1C(N(C2=C1C=CC=C2)C2=CC(=CC=C2)Cl)=O)=O (8-[3-(3-chlorophenyl)-2-oxo-benzimidazolin-1-yl]-caprylic acid methyl ester), [OH-].[Na+] (NaOH). The product is ClC=1C=C(C=CC1)N1C(N(C2=C1C=CC=C2)CCCCCCCC(=O)O)=O (8-[3-(3-Chlorophenyl)-2-oxo-benzimidazolin-1-yl]-caprylic acid). Reaction SMILES: C[O:2][C:3](=[O:28])[CH2:4][CH2:5][CH2:6][CH2:7][CH2:8][CH2:9][CH2:10][N:11]1[C:15]2[CH:16]=[CH:17][CH:18]=[CH:19][C:14]=2[N:13]([C:20]2[CH:25]=[CH:24][CH:23]=[C:22]([Cl:26])[CH:21]=2)[C:12]1=[O:27].[OH-].[Na+]>>[Cl:26][C:22]1[CH:21]=[C:20]([N:13]2[C:14]3[CH:19]=[CH:18][CH:17]=[CH:16][C:15]=3[N:11]([CH2:10][CH2:9][CH2:8][CH2:7][CH2:6][CH2:5][CH2:4][C:3]([OH:28])=[O:2])[C:12]2=[O:27])[CH:25]=[CH:24][CH:23]=1 |f:1.2|. Procedure: The product is produced as described in example 22 from 9.3 g. of 8-[3-(3-chlorophenyl)-2-oxo-benzimidazolin-1-yl]-caprylic acid methyl ester and 2.56 g. of NaOH. Starting materials: NCC1=NC=C(C=C1)CCCCC(=O)OC (2-Aminomethyl-5-(4-methoxycarbonylbutyl)pyridine), C(=O)O (formic acid), [OH-].[NH4+] (ammonium hydroxide). Yields the product C(=O)NCC1=NC=C(C=C1)CCCCC(=O)OC (2-(N-formylaminomethyl)-5-(4-methoxycarbonylbutyl)pyridine). As a reaction SMILES: [NH2:1][CH2:2][C:3]1[CH:8]=[CH:7][C:6]([CH2:9][CH2:10][CH2:11][CH2:12][C:13]([O:15][CH3:16])=[O:14])=[CH:5][N:4]=1.[OH-].[NH4+].[CH:19](O)=[O:20]>>[CH:19]([NH:1][CH2:2][C:3]1[CH:8]=[CH:7][C:6]([CH2:9][CH2:10][CH2:11][CH2:12][C:13]([O:15][CH3:16])=[O:14])=[CH:5][N:4]=1)=[O:20] |f:1.2|. Procedure: 2-Aminomethyl-5-(4-methoxycarbonylbutyl)pyridine (0.20 g) is heated at 90° in 0.6 ml of formic acid for 18 hours. The mixture is cooled to 0°, made basic with saturated ammonium hydroxide solution and extracted with methylene chloride (4×15 ml). Drying, filtration and evaporation of the extracts yields 2-(N-formylaminomethyl)-5-(4-methoxycarbonylbutyl)pyridine as an oil (IR 1720, 1675 cm-1) which is redissolved in 1 ml of toluene and heated at 90° for 18 hours with phosphorus oxychloride (0.166 ... Starting materials: CN(C)C1CCC(=O)CC1, CN(C)C=O, Cc1ccc(-c2ccc3c(c2)C=C(C(=O)Nc2ccc(CCl)cc2)CCO3)cc1. The product is Cc1ccc(-c2ccc3c(c2)C=C(C(=O)Nc2ccc(C[N+](C)(C)C4CCC(=O)CC4)cc2)CCO3)cc1, [Cl-]. Reaction SMILES: [CH3:30][N:31]([CH:32]1[CH2:33][CH2:34][C:35](=[O:38])[CH2:36][CH2:37]1)[CH3:39].[CH3:40][N:41]([CH3:42])[CH:43]=[O:44].[Cl:1][CH2:2][c:3]1[cH:4][cH:5][c:6]([NH:9][C:10](=[O:11])[C:12]2=[CH:18][c:17]3[c:16]([cH:22][cH:21][c:20](-[c:23]4[cH:24][cH:25][c:26]([CH3:29])[cH:27][cH:28]4)[cH:19]3)[O:15][CH2:14][CH2:13]2)[cH:7][cH:8]1>>[CH2:2]([c:3]1[cH:4][cH:5][c:6]([NH:9][C:10](=[O:11])[C:12]2=[CH:18][c:17]3[c:16]([cH:22][cH:21][c:20](-[c:23]4[cH:24][cH:25][c:26]([CH3:29])[cH:27][cH:28]4)[cH:19]3)[O:15][CH2:14][CH2:13]2)[cH:7][cH:8]1)[N+:31]([CH3:30])([CH:32]1[CH2:33][CH2:34][C:35](=[O:38])[CH2:36][CH2:37]1)[CH3:39].[Cl-:1]. The product is CC(=O)c1ccc(N2CCN(C(=O)c3cc(C#N)ccc3Br)CC2)c(F)c1. As a reaction SMILES: [Br:1][c:2]1[c:3]([C:4](=[O:5])[OH:6])[cH:7][c:8]([C:11]#[N:12])[cH:9][cH:10]1.[C:13]([n:14]1[cH:15][cH:16][n:17][cH:18]1)([n:19]1[cH:20][cH:21][n:22][cH:23]1)=[O:24].[C:25](=[O:26])=[O:27].[F:28][c:29]1[cH:30][c:31]([C:41]([CH3:42])=[O:43])[cH:32][cH:33][c:34]1[N:35]1[CH2:36][CH2:37][NH:38][CH2:39][CH2:40]1.[O:44]=[CH:45][N:46]([CH3:47])[CH3:48]>>[Br:1][c:2]1[c:3]([C:4](=[O:6])[N:38]2[CH2:37][CH2:36][N:35]([c:34]3[c:29]([F:28])[cH:30][c:31]([C:41]([CH3:42])=[O:43])[cH:32][cH:33]3)[CH2:40][CH2:39]2)[cH:7][c:8]([C:11]#[N:12])[cH:9][cH:10]1. Starting materials: N#Cc1ccc(Br)c(C(=O)O)c1, O=C(n1ccnc1)n1ccnc1, O=C=O, CC(=O)c1ccc(N2CCNCC2)c(F)c1, CN(C)C=O.